This data is from the Open Reaction Database (ORD), a public repository of structured organic reaction records. The task is: describe an organic reaction: reactants, conditions, products, and yield Yields the product C[SiH](C)OC(C1C(=O)NC1SC(c1ccccc1)(c1ccccc1)c1ccccc1)C(C)(C)C. RXN SMILES: [C:23]([CH3:24])([CH3:25])([CH3:26])[CH:27]([CH:28]1[C:29](=[O:36])[NH:30][CH:31]1[S:32]([CH3:33])(=[O:34])=[O:35])[O:37][SiH:38]([CH3:39])[CH3:40].[CH3:41][OH:42].[CH3:43][C:44](=[O:45])[CH3:46].[H-:21].[Na+:22].[OH2:47].[c:1]1([C:7]([c:8]2[cH:9][cH:10][cH:11][cH:12][cH:13]2)([c:14]2[cH:15][cH:16][cH:17][cH:18][cH:19]2)[SH:20])[cH:2][cH:3][cH:4][cH:5][cH:6]1>>[c:1]1([C:7]([c:8]2[cH:9][cH:10][cH:11][cH:12][cH:13]2)([c:14]2[cH:15][cH:16][cH:17][cH:18][cH:19]2)[S:20][CH:31]2[CH:28]([CH:27]([C:23]([CH3:24])([CH3:25])[CH3:26])[O:37][SiH:38]([CH3:39])[CH3:40])[C:29](=[O:36])[NH:30]2)[cH:2][cH:3][cH:4][cH:5][cH:6]1. The reactants are C[SiH](C)OC(C1C(=O)NC1S(C)(=O)=O)C(C)(C)C, CO, CC(C)=O, [H-], [Na+], O, SC(c1ccccc1)(c1ccccc1)c1ccccc1.